Dataset: the Open Reaction Database (ORD), a public repository of structured organic reaction records. Task: describe an organic reaction: reactants, conditions, products, and yield Starting materials: CCN=C=NCCCN(C)C, COc1cccc(OC2=CC(=O)N(C(CC3CCCC3)C(=O)O)C2)c1Cl, ClCCl, CC(C)(O)Cn1ccc(N)n1, On1nnc2ccccc21. Product: COc1cccc(OC2=CC(=O)N(C(CC3CCCC3)C(=O)Nc3ccn(CC(C)(C)O)n3)C2)c1Cl. RXN SMILES: [CH3:27][N:28]([CH3:29])[CH2:30][CH2:31][CH2:32][N:33]=[C:34]=[N:35][CH2:36][CH3:37].[Cl:1][c:2]1[c:3]([O:4][C:5]2=[CH:6][C:7](=[O:20])[N:8]([CH:10]([C:11](=[O:12])[OH:13])[CH2:14][CH:15]3[CH2:16][CH2:17][CH2:18][CH2:19]3)[CH2:9]2)[cH:21][cH:22][cH:23][c:24]1[O:25][CH3:26].[Cl:59][CH2:60][Cl:61].[NH2:48][c:49]1[n:50][n:51]([CH2:54][C:55]([CH3:56])([OH:57])[CH3:58])[cH:52][cH:53]1.[OH:38][n:39]1[c:40]2[cH:41][cH:42][cH:43][cH:44][c:45]2[n:46][n:47]1>>[Cl:1][c:2]1[c:3]([O:4][C:5]2=[CH:6][C:7](=[O:20])[N:8]([CH:10]([C:11](=[O:13])[NH:48][c:49]3[n:50][n:51]([CH2:54][C:55]([CH3:56])([OH:57])[CH3:58])[cH:52][cH:53]3)[CH2:14][CH:15]3[CH2:16][CH2:17][CH2:18][CH2:19]3)[CH2:9]2)[cH:21][cH:22][cH:23][c:24]1[O:25][CH3:26]. Reactants: CCOC(=O)c1oc2ccc(Cl)c(OC(C)C)c2c1C, C1CCOC1, [Li+], [OH-]. The product is Cc1c(C(=O)O)oc2ccc(Cl)c(OC(C)C)c12. As a reaction SMILES: [CH2:1]([CH3:2])[O:3][C:4](=[O:5])[c:6]1[o:7][c:8]2[c:9]([c:10]1[CH3:11])[c:12]([O:17][CH:18]([CH3:19])[CH3:20])[c:13]([Cl:16])[cH:14][cH:15]2.[CH2:23]1[O:24][CH2:25][CH2:26][CH2:27]1.[Li+:22].[OH-:21]>>[O:3]=[C:4]([OH:5])[c:6]1[o:7][c:8]2[c:9]([c:10]1[CH3:11])[c:12]([O:17][CH:18]([CH3:19])[CH3:20])[c:13]([Cl:16])[cH:14][cH:15]2. Reactants: O=C1NC(=O)c2ccccc21, CC(C)Cn1c(CCl)c(-c2cccs2)c2cc(OCc3ccccc3)ccc2c1=O, CN(C)C=O, [K], O. Product: CC(C)Cn1c(CN2C(=O)c3ccccc3C2=O)c(-c2cccs2)c2cc(OCc3ccccc3)ccc2c1=O. RXN SMILES: [C:31]1(=[O:41])[c:32]2[c:33]([cH:37][cH:38][cH:39][cH:40]2)[C:34](=[O:36])[NH:35]1.[CH2:1]([c:2]1[cH:3][cH:4][cH:5][cH:6][cH:7]1)[O:8][c:9]1[cH:10][c:11]2[c:12](-[c:26]3[s:27][cH:28][cH:29][cH:30]3)[c:13]([CH2:24][Cl:25])[n:14]([CH2:20][CH:21]([CH3:22])[CH3:23])[c:15](=[O:19])[c:16]2[cH:17][cH:18]1.[CH3:44][N:45]([CH3:46])[CH:47]=[O:48].[K:42].[OH2:43]>>[CH2:1]([c:2]1[cH:3][cH:4][cH:5][cH:6][cH:7]1)[O:8][c:9]1[cH:10][c:11]2[c:12](-[c:26]3[s:27][cH:28][cH:29][cH:30]3)[c:13]([CH2:24][N:35]3[C:31](=[O:41])[c:32]4[c:33]([cH:37][cH:38][cH:39][cH:40]4)[C:34]3=[O:36])[n:14]([CH2:20][CH:21]([CH3:22])[CH3:23])[c:15](=[O:19])[c:16]2[cH:17][cH:18]1. The reactants are N#Cc1c(Cc2ccc([N+](=O)[O-])c(OCc3ccccc3)c2)cccc1OCc1ccccc1, CCOC(C)=O, O=[Pt]. Product: N#Cc1c(Cc2ccc(N)c(OCc3ccccc3)c2)cccc1OCc1ccccc1. Reaction SMILES: [CH2:1]([c:2]1[cH:3][cH:4][cH:5][cH:6][cH:7]1)[O:8][c:9]1[c:10]([C:11]#[N:12])[c:13]([CH2:17][c:18]2[cH:19][c:20]([O:27][CH2:28][c:29]3[cH:30][cH:31][cH:32][cH:33][cH:34]3)[c:21]([N+:24]([O-:25])=[O:26])[cH:22][cH:23]2)[cH:14][cH:15][cH:16]1.[CH3:35][CH2:36][O:37][C:38]([CH3:39])=[O:40].[Pt:41]=[O:42]>>[CH2:1]([c:2]1[cH:3][cH:4][cH:5][cH:6][cH:7]1)[O:8][c:9]1[c:10]([C:11]#[N:12])[c:13]([CH2:17][c:18]2[cH:19][c:20]([O:27][CH2:28][c:29]3[cH:30][cH:31][cH:32][cH:33][cH:34]3)[c:21]([NH2:24])[cH:22][cH:23]2)[cH:14][cH:15][cH:16]1. The reactants are BrC=1N=C(C(=NC1)N)C#C[Si](C)(C)C (5-bromo-3-((trimethylsilyl)ethynyl)pyrazin-2-amine), CC=1C=CC(=CC1)S(=O)(=O)O (PTSA), BrC=1N=C(C(=NC1)N(C([O-])=O)C(=O)OC(C)(C)C)C#C[Si](C)(C)C (N-[5-bromo-3-(2-trimethylsilylethynyl)pyrazin-2-yl]-N-tertbutoxycarbonyl-carbamate), KHCO3, CC(C)(C)OC(=O)OC(=O)OC(C)(C)C (Boc2O), C (charcoal). Reagents/catalysts: CN(C)C=1C=CN=CC1 (DMAP). Run in CCOC(=O)C (EtOAc), CCOC(=O)C (EtOAc). The product is C(C)(C)(C)OC(=O)N(C(OC(C)(C)C)=O)C1=NC=C(N=C1C#C[Si](C)(C)C)Br (tert-butyl N-tert-butoxycarbonyl-N-[5-bromo-3-((trimethylsilyl)ethynyl)pyrazin-2-yl]carbamate). As a reaction SMILES: BrC1N=C(C#C[Si](C)(C)C)C(N)=NC=1.[CH3:15][C:16]1[CH:17]=CC(S(O)(=O)=O)=C[CH:21]=1.[Br:26][C:27]1[N:28]=[C:29]([C:44]#[C:45][Si:46]([CH3:49])([CH3:48])[CH3:47])[C:30]([N:33]([C:37]([O:39][C:40]([CH3:43])([CH3:42])[CH3:41])=[O:38])[C:34](=[O:36])[O-:35])=[N:31][CH:32]=1.CC(OC(OC(OC(C)(C)C)=O)=O)(C)C.C>CCOC(C)=O.CN(C1C=CN=CC=1)C>[C:40]([O:39][C:37]([N:33]([C:30]1[C:29]([C:44]#[C:45][Si:46]([CH3:47])([CH3:49])[CH3:48])=[N:28][C:27]([Br:26])=[CH:32][N:31]=1)[C:34](=[O:35])[O:36][C:16]([CH3:17])([CH3:21])[CH3:15])=[O:38])([CH3:42])([CH3:43])[CH3:41]. Reported procedure: A solution of 5-bromo-3-((trimethylsilyl)ethynyl)pyrazin-2-amine (Compound C-2) PTSA salt 3 (2350 g, 5.31 mol) in EtOAc (11.5 L) is stirred with a 20% w/w aq. solution of KHCO3 (4.5 kg, 1.5 eq.) for at least 30 min. The layers are separated and the organic layer is concentrated then dissolved in EtOAc (7 L) and added to a reactor. DMAP (19.5 g, 0.16 mol) is added followed a solution of Boc2O (2436 g, 11.16 mol) in EtOAc (3 L) is added lowly. The reaction is stirred for at least 30 min to ensure ... The reactants are N1C(=NC2=C1C=CC=C2)NCCCCCNC(CN2C(C1=C(C(CC2)CC(=O)OC(C)(C)C)C=CC=C1)=O)=O (tert-Butyl [2-(2-{[5-(1H-benzimidazol-2-ylamino)pentyl]amino}-2-oxoethyl)-1-oxo-2,3,4,5-tetrahydro-1H-2-benzazepin-5-yl]acetate), Cl (HCl), white amorphous residue. The solvent is C(C)(=O)O (acetic acid), O1CCOCC1 (dioxane), O (water). Yields the product [Cl-].C(=O)(O)CC1CCN(C(C2=C1C=CC=C2)=O)CC(=O)NCCCCCNC2=NC1=C([NH2+]2)C=CC=C1 (2-{[5-({(5-(Carboxymethyl)-1-oxo-1,3,4,5-tetrahydro-2H-2-benzazepin-2-yl]acetyl}amino)pentyl]amino)-1H-benzimidazol-1-ium chloride). As a reaction SMILES: [NH:1]1[C:5]2[CH:6]=[CH:7][CH:8]=[CH:9][C:4]=2[N:3]=[C:2]1[NH:10][CH2:11][CH2:12][CH2:13][CH2:14][CH2:15][NH:16][C:17](=[O:39])[CH2:18][N:19]1[CH2:25][CH2:24][CH:23]([CH2:26][C:27]([O:29]C(C)(C)C)=[O:28])[C:22]2[CH:34]=[CH:35][CH:36]=[CH:37][C:21]=2[C:20]1=[O:38].[ClH:40]>C(O)(=O)C.O1CCOCC1.O>[Cl-:40].[C:27]([CH2:26][CH:23]1[C:22]2[CH:34]=[CH:35][CH:36]=[CH:37][C:21]=2[C:20](=[O:38])[N:19]([CH2:18][C:17]([NH:16][CH2:15][CH2:14][CH2:13][CH2:12][CH2:11][NH:10][C:2]2[NH2+:3][C:4]3[CH:9]=[CH:8][CH:7]=[CH:6][C:5]=3[N:1]=2)=[O:39])[CH2:25][CH2:24]1)([OH:29])=[O:28] |f:5.6|. Reported procedure: Analagously to Example II, the tert-butyl ester (Example XIII) in glacial acetic acid was cleaved using 4N HCl in dioxane. After stripping off the solvent, the residue was dissolved in water, clarified using active carbon and then lyophilized; 0.67 g of white amorphous residue; ESI-MS [M+H+]: 478. The reactants are CO, C[O-], [Na+], N#Cc1ccccn1. Product: COC(=N)c1ccccn1. As a reaction SMILES: [CH3:12][OH:13].[CH3:9][O-:10].[Na+:11].[n:1]1[c:2]([C:7]#[N:8])[cH:3][cH:4][cH:5][cH:6]1>>[n:1]1[c:2]([C:7](=[NH:8])[O:10][CH3:9])[cH:3][cH:4][cH:5][cH:6]1.